This data is from the Open Reaction Database (ORD), a public repository of structured organic reaction records. The task is: describe an organic reaction: reactants, conditions, products, and yield Starting materials: NC1=C(C=C(C=C1)Br)C(=O)C1=CC=CC=C1 ((2-Amino-5-bromo-phenyl)-phenyl-methanone), C1(=CC=CC=C1)C(CC(C)=O)=O (1-phenyl-1,3-butanedione). Yields the product BrC=1C=C2C(=C(C(=NC2=CC1)C)C(=O)C1=CC=CC=C1)C1=CC=CC=C1 ((6-Bromo-2-methyl-4-phenyl-quinolin-3-yl)-phenyl-methanone). Isolated yield 61.0%. As a reaction SMILES: [NH2:1][C:2]1[CH:7]=[CH:6][C:5]([Br:8])=[CH:4][C:3]=1[C:9]([C:11]1[CH:16]=[CH:15][CH:14]=[CH:13][CH:12]=1)=O.[C:17]1([C:23](=[O:28])[CH2:24][C:25](=O)[CH3:26])[CH:22]=[CH:21][CH:20]=[CH:19][CH:18]=1>>[Br:8][C:5]1[CH:4]=[C:3]2[C:2](=[CH:7][CH:6]=1)[N:1]=[C:25]([CH3:26])[C:24]([C:23]([C:17]1[CH:22]=[CH:21][CH:20]=[CH:19][CH:18]=1)=[O:28])=[C:9]2[C:11]1[CH:16]=[CH:15][CH:14]=[CH:13][CH:12]=1. Procedure: The title compound was prepared from (2-Amino-5-bromo-phenyl)-phenyl-methanone [example A16] and 1-phenyl-1,3-butanedione, except that the residue was purified by spontaneous crystallization from the reaction mixture. Yield: 61%; MS: m/z=402 (M+H). The reactants are ClC(=O)OCC (ethyl chloroformate), O (water), C([O-])([O-])=O.[K+].[K+] (potassium carbonate), Cl.COC(=O)CN(C=1C=C2N=C(C(N(C2=CC1)C)=O)CC1=CC=C(C(=N)N)C=C1)S(=O)(=O)C=1C=CC=C2C=CC=NC12 (4-{[6-(N-methoxycarbonylmethyl-quinolin-8-yl-sulphonylamino)-1-methyl-2-oxo-1,2-dihydroquinoxalin-3-yl]-methyl}benzamidine-hydrochloride). The solvent is O1CCCC1 (tetrahydrofuran). Run at time 10 minute. The product is COC(=O)CN(C=1C=C2N=C(C(N(C2=CC1)C)=O)CC1=CC=C(C(=NOCC)N=C=O)C=C1)S(=O)(=O)C=1C=CC=C2C=CC=NC12 (4-{[6-(N-methoxycarbonylmethyl-quinolin-8-yl-sulphonylamino]-1-methyl-2-oxo-1,2-dihydroquinoxalin-3-yl]-methyl}-N′-ethoxy-carbonyl-benzamidine). Reaction SMILES: Cl.[CH3:2][O:3][C:4]([CH2:6][N:7]([S:30]([C:33]1[CH:34]=[CH:35][CH:36]=[C:37]2[C:42]=1[N:41]=[CH:40][CH:39]=[CH:38]2)(=[O:32])=[O:31])[C:8]1[CH:9]=[C:10]2[C:15](=[CH:16][CH:17]=1)[N:14]([CH3:18])[C:13](=[O:19])[C:12]([CH2:20][C:21]1[CH:29]=[CH:28][C:24]([C:25]([NH2:27])=[NH:26])=[CH:23][CH:22]=1)=[N:11]2)=[O:5].O.[C:44](=[O:47])([O-])[O-].[K+].[K+].ClC([O:53][CH2:54][CH3:55])=O>O1CCCC1>[CH3:2][O:3][C:4]([CH2:6][N:7]([S:30]([C:33]1[CH:34]=[CH:35][CH:36]=[C:37]2[C:42]=1[N:41]=[CH:40][CH:39]=[CH:38]2)(=[O:31])=[O:32])[C:8]1[CH:9]=[C:10]2[C:15](=[CH:16][CH:17]=1)[N:14]([CH3:18])[C:13](=[O:19])[C:12]([CH2:20][C:21]1[CH:22]=[CH:23][C:24]([C:25]([N:27]=[C:44]=[O:47])=[N:26][O:53][CH2:54][CH3:55])=[CH:28][CH:29]=1)=[N:11]2)=[O:5] |f:0.1,3.4.5|. Procedure details: 450 mg (0.74 mmol) of 4-{[6-(N-methoxycarbonylmethyl-quinolin-8-yl-sulphonylamino)-1-methyl-2-oxo-1,2-dihydroquinoxalin-3-yl]-methyl}benzamidine-hydrochloride are dissolved in 30 ml tetrahydrofuran and 5 ml water and after the addition of 0.3 g (2.2 mmol) of potassium carbonate, stirred for 10 minutes at ambient temperature. Then 0.07 ml (0.74 mmol) of ethyl chloroformate are added and stirred for a further 1 hour. The aqueous phase is separated off, the organic phase is dried and evaporated dow... Reactants: BrCCOc1ccccc1, CN(C)C=O, [H-], Cc1ccc(-c2c(O)nn(C)c2N)cc1, [Na+], O. Yields the product Cc1ccc(-c2c(OCCOc3ccccc3)nn(C)c2N)cc1. Reaction SMILES: [Br:18][CH2:19][CH2:20][O:21][c:22]1[cH:23][cH:24][cH:25][cH:26][cH:27]1.[CH3:28][N:29]([CH3:30])[CH:31]=[O:32].[H-:16].[NH2:1][c:2]1[c:3](-[c:9]2[cH:10][cH:11][c:12]([CH3:15])[cH:13][cH:14]2)[c:4]([OH:8])[n:5][n:6]1[CH3:7].[Na+:17].[OH2:33]>>[NH2:1][c:2]1[c:3](-[c:9]2[cH:10][cH:11][c:12]([CH3:15])[cH:13][cH:14]2)[c:4]([O:8][CH2:19][CH2:20][O:21][c:22]2[cH:23][cH:24][cH:25][cH:26][cH:27]2)[n:5][n:6]1[CH3:7].